This data is from the Open Reaction Database (ORD), a public repository of structured organic reaction records. The task is: describe an organic reaction: reactants, conditions, products, and yield The reactants are CS(C)=O, O=C(O)c1ccc(C(F)(F)F)c(Cl)n1, Cl, [K+], OCC1CCOCC1, [OH-]. The product is O=C(O)c1ccc(C(F)(F)F)c(OCC2CCOCC2)n1. RXN SMILES: [CH3:26][S:27]([CH3:28])=[O:29].[Cl:1][c:2]1[c:3]([C:11]([F:12])([F:13])[F:14])[cH:4][cH:5][c:6]([C:8](=[O:9])[OH:10])[n:7]1.[ClH:25].[K+:16].[O:17]1[CH2:18][CH2:19][CH:20]([CH2:23][OH:24])[CH2:21][CH2:22]1.[OH-:15]>>[c:2]1([O:24][CH2:23][CH:20]2[CH2:19][CH2:18][O:17][CH2:22][CH2:21]2)[c:3]([C:11]([F:12])([F:13])[F:14])[cH:4][cH:5][c:6]([C:8](=[O:9])[OH:10])[n:7]1.